This data is from the Open Reaction Database (ORD), a public repository of structured organic reaction records. The task is: describe an organic reaction: reactants, conditions, products, and yield Reactants: CCO, C=CC(C)(CC(=O)O)Cc1ccc(OC)cc1, Cl. The product is C=CC(C)(CC(=O)OCC)Cc1ccc(OC)cc1. RXN SMILES: [CH2:18]([CH3:19])[OH:20].[CH3:1][O:2][c:3]1[cH:4][cH:5][c:6]([CH2:7][C:8]([CH2:9][C:10](=[O:11])[OH:12])([CH:13]=[CH2:14])[CH3:15])[cH:16][cH:17]1.[ClH:21]>>[CH3:1][O:2][c:3]1[cH:4][cH:5][c:6]([CH2:7][C:8]([CH2:9][C:10]([O:11][CH2:18][CH3:19])=[O:12])([CH:13]=[CH2:14])[CH3:15])[cH:16][cH:17]1.